Dataset: the Open Reaction Database (ORD), a public repository of structured organic reaction records. Task: describe an organic reaction: reactants, conditions, products, and yield Reactants: C(C)OC(CN1C(C=2C(C1=O)=CC=CC2)=O)OCC (2-(phthalimido)acetaldehyde diethyl acetal), FC(C(=O)O)(F)F (trifluoroacetic acid). Solvent: C1(=CC=CC=C1)C (toluene). Run at time 72 hour. The product is C1(C=2C(C(N1CC=O)=O)=CC=CC2)=O (2-(Phthalimido)acetaldehyde). Isolated yield 83.5%. As a reaction SMILES: C([O:3][CH:4](OCC)[CH2:5][N:6]1[C:10](=[O:11])[C:9]2=[CH:12][CH:13]=[CH:14][CH:15]=[C:8]2[C:7]1=[O:16])C.FC(F)(F)C(O)=O>C1(C)C=CC=CC=1>[C:7]1(=[O:16])[N:6]([CH2:5][CH:4]=[O:3])[C:10](=[O:11])[C:9]2=[CH:12][CH:13]=[CH:14][CH:15]=[C:8]12. Procedure: A solution of 50.0 g (190 mmol) of 2-(phthalimido)acetaldehyde diethyl acetal in 300 mL of toluene was treated with 150 mL of 50% aqueous trifluoroacetic acid and the mixture was stirred vigorously at ambient temperature for 72 h. The solution was concentrated in vacuo and 100 mL of ethyl acetate was added. The white precipitate was filtered off and washed with ice-cold ethyl acetate (100 mL) to give 30.0 g (78%) of the title compound. The reactants are CC(=O)O, Nc1ccccc1, N#C[Na], CC(=O)NCC1CN(c2ccc(N3CCC(=O)CC3)c(F)c2)C(=O)O1. Yields the product CC(=O)NCC1CN(c2ccc(N3CCC(C#N)(Nc4ccccc4)CC3)c(F)c2)C(=O)O1. RXN SMILES: [CH3:36][C:37](=[O:38])[OH:39].[NH2:29][c:30]1[cH:31][cH:32][cH:33][cH:34][cH:35]1.[Na:26][C:27]#[N:28].[O:1]=[C:2]1[CH2:3][CH2:4][N:5]([c:8]2[c:9]([F:25])[cH:10][c:11]([N:14]3[C:15](=[O:24])[O:16][CH:17]([CH2:19][NH:20][C:21]([CH3:22])=[O:23])[CH2:18]3)[cH:12][cH:13]2)[CH2:6][CH2:7]1>>[C:2]1([C:27]#[N:28])([NH:29][c:30]2[cH:31][cH:32][cH:33][cH:34][cH:35]2)[CH2:3][CH2:4][N:5]([c:8]2[c:9]([F:25])[cH:10][c:11]([N:14]3[C:15](=[O:24])[O:16][CH:17]([CH2:19][NH:20][C:21]([CH3:22])=[O:23])[CH2:18]3)[cH:12][cH:13]2)[CH2:6][CH2:7]1.